Dataset: the Open Reaction Database (ORD), a public repository of structured organic reaction records. Task: describe an organic reaction: reactants, conditions, products, and yield Starting materials: COC1=NC=C(C(=N1)OC)B(O)O ([2,4-bis(methyloxy)-5-pyrimidinyl]boronic acid), C(=O)(O)[O-].[Na+] (NaHCO3), BrC=1C=NSC1 (4-bromoisothiazole), Pd(Ph3)4. Run in O (H2O), COCCOC (1,2-Dimethoxyethane), O (water). Run at temperature 90 celsius, time 30 minute. Product: S1N=CC(=C1)C=1C(=NC(=NC1)OC)OC (5-(4-isothiazolyl)-2,4-bis(methyloxy)pyrimidine). Reaction SMILES: Br[C:2]1[CH:3]=[N:4][S:5][CH:6]=1.[CH3:7][O:8][C:9]1[N:14]=[C:13]([O:15][CH3:16])[C:12](B(O)O)=[CH:11][N:10]=1.C([O-])(O)=O.[Na+]>COCCOC.O>[S:5]1[CH:6]=[C:2]([C:12]2[C:13]([O:15][CH3:16])=[N:14][C:9]([O:8][CH3:7])=[N:10][CH:11]=2)[CH:3]=[N:4]1 |f:2.3|. Procedure details: 4-bromoisothiazole (commercially available from Aurora, 500 mg, 3.05 mmol) was dissolved in degassed 1,2-Dimethoxyethane (DME) (5 ml). Pd(Ph3)4 (176 mg, 0.152 mmol) was added thereto. The reaction mixture was stirred at room temperature for 15 min. [2,4-bis(methyloxy)-5-pyrimidinyl]boronic acid (commercially available from Aldrich, 1178 mg, 6.40 mmol) and 5 mL of degassed 1M/H2O solution of NaHCO3 were added to the reaction mixture under N2 atm. After 2 h 30 min stirring at 90° C. the mixture wa... Starting materials: Cc1cccc(C(=O)OC(C)(C)C)c1, ClC(Cl)(Cl)Cl, CC(C)(C#N)N=NC(C)(C)C#N, O=C1CCC(=O)N1Br. Product: CC(C)(C)OC(=O)c1cccc(CBr)c1. RXN SMILES: [C:1]([CH3:2])([CH3:3])([CH3:4])[O:5][C:6]([c:7]1[cH:8][c:9]([CH3:13])[cH:10][cH:11][cH:12]1)=[O:14].[Cl:35][C:36]([Cl:37])([Cl:38])[Cl:39].[N:23]#[C:24][C:25]([N:26]=[N:27][C:28]([C:29]#[N:30])([CH3:31])[CH3:32])([CH3:33])[CH3:34].[O:15]=[C:16]1[N:17]([Br:22])[C:18](=[O:19])[CH2:20][CH2:21]1>>[C:1]([CH3:2])([CH3:3])([CH3:4])[O:5][C:6]([c:7]1[cH:8][c:9]([CH2:13][Br:22])[cH:10][cH:11][cH:12]1)=[O:14]. The reactants are [I-].[K+] (Potassium iodide), C(C)(=O)OCCCCCCl (5-acetoxypentyl chloride), [H-].[Na+] (sodium hydride), CC(C(=O)OCC)C(=O)OCC (Diethyl methylmalonate), [H-].[Na+] (Sodium hydride), suspension, oily product. Solvent: CN(C)C=O (DMF), petroleum ether. Reaction conditions: time 8 hour. Product: C(C)(=O)OCCCCCC(C(=O)OCC)(C(=O)OCC)C (Diethyl (5-Acetoxypentyl)methylmalonate). RXN SMILES: [H-].[Na+].[CH3:3][CH:4]([C:10]([O:12][CH2:13][CH3:14])=[O:11])[C:5]([O:7][CH2:8][CH3:9])=[O:6].[I-].[K+].[C:17]([O:20][CH2:21][CH2:22][CH2:23][CH2:24][CH2:25]Cl)(=[O:19])[CH3:18]>CN(C=O)C>[C:17]([O:20][CH2:21][CH2:22][CH2:23][CH2:24][CH2:25][C:4]([CH3:3])([C:5]([O:7][CH2:8][CH3:9])=[O:6])[C:10]([O:12][CH2:13][CH3:14])=[O:11])(=[O:19])[CH3:18] |f:0.1,3.4|. Reported procedure: Sodium hydride (4.8 g., 0.2 mole) as a 50% suspension in mineral oil is washed with petroleum ether under nitrogen to remove the mineral oil, suspended in dry benzene (150 ml.), and the suspension cooled in an ice bath . Diethyl methylmalonate (34.8 g., 0.2 mole) dissolved in sieve dried DMF (150 ml.) is added to the suspension of sodium hydride dropwise. The mixture is allowed to stand overnight at room temperature. Potassium iodide (0.4 g.) and 5-acetoxypentyl chloride (32.9 g., 0.2 mole) are ... Reactants: CC(C)(C)OC(=O)NOCC(=O)O, C1CCOC1, CN1CCOCC1, CN, CCO, CC(C)COC(=O)Cl. Yields the product CNC(=O)CONC(=O)OC(C)(C)C. As a reaction SMILES: [C:1]([CH3:2])([CH3:3])([CH3:4])[O:5][C:6](=[O:7])[NH:8][O:9][CH2:10][C:11](=[O:12])[OH:13].[CH2:34]1[O:35][CH2:36][CH2:37][CH2:38]1.[CH3:14][N:15]1[CH2:16][CH2:17][O:18][CH2:19][CH2:20]1.[CH3:29][NH2:30].[CH3:31][CH2:32][OH:33].[Cl:21][C:22]([O:23][CH2:24][CH:25]([CH3:26])[CH3:27])=[O:28]>>[C:1]([CH3:2])([CH3:3])([CH3:4])[O:5][C:6](=[O:7])[NH:8][O:9][CH2:10][C:11](=[O:13])[NH:15][CH3:14]. Reaction SMILES: Cl.[F:2][C:3]1[CH:8]=[C:7]([S:9]([CH3:12])(=[O:11])=[O:10])[CH:6]=[CH:5][C:4]=1[C:13]1[CH:18]=[CH:17][C:16]([O:19][CH2:20][CH:21]2[CH2:26][CH2:25][NH:24][CH2:23][CH2:22]2)=[CH:15][CH:14]=1.Cl[C:28]1[N:33]=[CH:32][C:31]([Br:34])=[CH:30][N:29]=1.C([O-])([O-])=O.[K+].[K+]>CS(C)=O>[Br:34][C:31]1[CH:30]=[N:29][C:28]([N:24]2[CH2:25][CH2:26][CH:21]([CH2:20][O:19][C:16]3[CH:15]=[CH:14][C:13]([C:4]4[CH:5]=[CH:6][C:7]([S:9]([CH3:12])(=[O:11])=[O:10])=[CH:8][C:3]=4[F:2])=[CH:18][CH:17]=3)[CH2:22][CH2:23]2)=[N:33][CH:32]=1 |f:0.1,3.4.5|. Procedure: A mixture of 4-({[2′-fluoro-4′-(methylsulfonyl)-4-biphenylyl]oxy}methyl)piperidine hydrochloride (Example 66, Step 1, 0.12 g, 0.30 mmol), 2-chloro-5-bromopyrimidine (89 mg, 0.45 mmol) and K2CO3 (0.13 g, 0.90 mmol) in DMSO (5 mL) was degassed, purged with N2 and heated at 100° C. overnight. The mixture was allowed to cool to ambient temperature, and was poured into water (50 mL) and extracted with EtOAc. The combined organic extract was washed with water and brine, dried over Na2SO4, filtered, an... Yield: 91.0%. The reactants are Cl.FC1=C(C=CC(=C1)S(=O)(=O)C)C1=CC=C(C=C1)OCC1CCNCC1 (4-({[2′-fluoro-4′-(methylsulfonyl)-4-biphenylyl]oxy}methyl)piperidine hydrochloride), ClC1=NC=C(C=N1)Br (2-chloro-5-bromopyrimidine), C(=O)([O-])[O-].[K+].[K+] (K2CO3). Run in CS(=O)C (DMSO). Conditions: temperature 100 celsius. Yields the product BrC=1C=NC(=NC1)N1CCC(CC1)COC1=CC=C(C=C1)C1=C(C=C(C=C1)S(=O)(=O)C)F (5-Bromo-2-[4-({[2′-fluoro-4′-(methylsulfonyl)-4-biphenylyl]oxy}methyl)-1-piperidinyl]pyrimidine). Reactants: CC(=O)C (acetone), C([O-])([O-])=O.[K+].[K+] (potassium carbonate), CI (methyl iodide), OC=1C=C2C(CC(OC2=CC1O)(C)C)=O (6,7-dihydroxy-2,2-dimethyl-4-chromanone). Reaction conditions: temperature 5 celsius. Yields the product OC=1C=C2C(CC(OC2=CC1OC)(C)C)=O (6-hydroxy-7-methoxy-2,2-dimethyl-4-chromanone). The yield is 90.0%. RXN SMILES: [CH3:1]C(C)=O.C(=O)([O-])[O-].[K+].[K+].CI.[OH:13][C:14]1[CH:15]=[C:16]2[C:21](=[CH:22][C:23]=1[OH:24])[O:20][C:19]([CH3:26])([CH3:25])[CH2:18][C:17]2=[O:27]>>[OH:13][C:14]1[CH:15]=[C:16]2[C:21](=[CH:22][C:23]=1[O:24][CH3:1])[O:20][C:19]([CH3:25])([CH3:26])[CH2:18][C:17]2=[O:27] |f:1.2.3|. Procedure details: In 100 ml of acetone 4.2 g (20 millimoles) of 6,7-dihydroxy-2,2-dimethyl-4-chromanone are dissolved and to the solution thus obtained 4.1 g (30 millimoles) of potassium carbonate and 4.5 g (2 ml, 30 millimole) of methyl iodide are added under stirring. The reaction mixture is refluxed for 4 hours. The inorganic salt is filtered off, washed twice with 20 ml of acetone each and the solvent is removed. The residue is suspended in 100 ml of chloroform and extracted twice with 50 ml of a 4% sodium hy...